describe an organic reaction: reactants, conditions, products, and yield From a dataset of the Open Reaction Database (ORD), a public repository of structured organic reaction records. Procedure: The title compound is prepared from (3R,3aR,6R,6aR)-6-(6-chloro-5-(4-(4,4,5,5-tetramethyl-1,3,2-dioxaborolan-2-yl)phenyl)-3-(2-trimethylsilanyl-ethoxymethyl)-3H-imidazo[4,5-b]pyridin-2-yloxy)hexahydrofuro[3,2-b]furan-3-ol and N-(4-bromophenyl)-N′-ethyl-methanesulfonimidamide following a procedure analogous to that described for Intermediate 3 (Step 3). LC (method 1): tR=1.10 min; Mass spectrum (ESI+): m/z=700 [M+H]+. Starting materials: ClC=1C=C2C(=NC1C1=CC=C(C=C1)B1OC(C(O1)(C)C)(C)C)N(C(=N2)O[C@@H]2CO[C@H]1[C@@H]2OC[C@H]1O)COCC[Si](C)(C)C ((3R,3aR,6R,6aR)-6-(6-chloro-5-(4-(4,4,5,5-tetramethyl-1,3,2-dioxaborolan-2-yl)phenyl)-3-(2-trimethylsilanyl-ethoxymethyl)-3H-imidazo[4,5-b]pyridin-2-yloxy)hexahydrofuro[3,2-b]furan-3-ol), BrC1=CC=C(C=C1)NS(=O)(=NCC)C (N-(4-bromophenyl)-N′-ethyl-methanesulfonimidamide), Intermediate 3. Reaction SMILES: [Cl:1][C:2]1[CH:3]=[C:4]2[N:25]=[C:24]([O:26][C@H:27]3[C@H:31]4[O:32][CH2:33][C@@H:34]([OH:35])[C@H:30]4[O:29][CH2:28]3)[N:23]([CH2:36][O:37][CH2:38][CH2:39][Si:40]([CH3:43])([CH3:42])[CH3:41])[C:5]2=[N:6][C:7]=1[C:8]1[CH:13]=[CH:12][C:11](B2OC(C)(C)C(C)(C)O2)=[CH:10][CH:9]=1.Br[C:45]1[CH:50]=[CH:49][C:48]([NH:51][S:52]([CH3:57])(=[N:54][CH2:55][CH3:56])=[O:53])=[CH:47][CH:46]=1>>[OH:35][C@H:34]1[C@H:30]2[O:29][CH2:28][C@@H:27]([O:26][C:24]3[N:23]([CH2:36][O:37][CH2:38][CH2:39][Si:40]([CH3:43])([CH3:41])[CH3:42])[C:5]4=[N:6][C:7]([C:8]5[CH:13]=[CH:12][C:11]([C:45]6[CH:46]=[CH:47][C:48]([NH:51][S:52]([CH3:57])(=[N:54][CH2:55][CH3:56])=[O:53])=[CH:49][CH:50]=6)=[CH:10][CH:9]=5)=[C:2]([Cl:1])[CH:3]=[C:4]4[N:25]=3)[C@H:31]2[O:32][CH2:33]1. The product is O[C@@H]1CO[C@H]2[C@@H]1OC[C@H]2OC2=NC=1C(=NC(=C(C1)Cl)C1=CC=C(C=C1)C1=CC=C(C=C1)NS(=O)(=NCC)C)N2COCC[Si](C)(C)C (N-{4-[4-(2-{[(3R,3aR,6R,6aR)-6-hydroxy-hexahydrofuro[3,2-b]furan-3-yl]oxy}-6-chloro-3-{[2-(trimethylsilyl)ethoxy]methyl}-3H-imidazo[4,5-b]pyridin-5-yl)phenyl]phenyl}-N′-ethyl-methanesulfonimidamide). Product: COCCON=C(c1nn(COCC[Si](C)(C)C)c2c1C=CC(c1ccccc1)(c1ccccc1)C2)C1CC1. Reactants: COCCBr, C[Si](C)(C)CCOCn1nc(C(=NO)C2CC2)c2c1CC(c1ccccc1)(c1ccccc1)C=C2, [H-], [Na+], C1CCOC1, O. RXN SMILES: [Br:38][CH2:39][CH2:40][O:41][CH3:42].[CH:1]1([C:4](=[N:5][OH:6])[c:7]2[n:8][n:9]([CH2:28][O:29][CH2:30][CH2:31][Si:32]([CH3:33])([CH3:34])[CH3:35])[c:10]3[c:15]2[CH:14]=[CH:13][C:12]([c:16]2[cH:17][cH:18][cH:19][cH:20][cH:21]2)([c:22]2[cH:23][cH:24][cH:25][cH:26][cH:27]2)[CH2:11]3)[CH2:2][CH2:3]1.[H-:36].[Na+:37].[O:44]1[CH2:45][CH2:46][CH2:47][CH2:48]1.[OH2:43]>>[CH:1]1([C:4](=[N:5][O:6][CH2:39][CH2:40][O:41][CH3:42])[c:7]2[n:8][n:9]([CH2:28][O:29][CH2:30][CH2:31][Si:32]([CH3:33])([CH3:34])[CH3:35])[c:10]3[c:15]2[CH:14]=[CH:13][C:12]([c:16]2[cH:17][cH:18][cH:19][cH:20][cH:21]2)([c:22]2[cH:23][cH:24][cH:25][cH:26][cH:27]2)[CH2:11]3)[CH2:2][CH2:3]1. Reactants: CCCCO, C=Cc1ccccn1, Fc1ccc(Cn2c(NC3CCNCC3)nc3ccccc32)cc1. Product: Fc1ccc(Cn2c(NC3CCN(CCc4ccccn4)CC3)nc3ccccc32)cc1. RXN SMILES: [CH2:33]([OH:34])[CH2:35][CH2:36][CH3:37].[CH:1](=[CH2:2])[c:3]1[n:4][cH:5][cH:6][cH:7][cH:8]1.[F:9][c:10]1[cH:11][cH:12][c:13]([CH2:16][n:17]2[c:18]([NH:26][CH:27]3[CH2:28][CH2:29][NH:30][CH2:31][CH2:32]3)[n:19][c:20]3[c:21]2[cH:22][cH:23][cH:24][cH:25]3)[cH:14][cH:15]1>>[CH2:1]([CH2:2][N:30]1[CH2:29][CH2:28][CH:27]([NH:26][c:18]2[n:17]([CH2:16][c:13]3[cH:12][cH:11][c:10]([F:9])[cH:15][cH:14]3)[c:21]3[c:20]([n:19]2)[cH:25][cH:24][cH:23][cH:22]3)[CH2:32][CH2:31]1)[c:3]1[n:4][cH:5][cH:6][cH:7][cH:8]1. Reactants: O=C(OCC)C=1C=C(F)C=C(F)C1. Reagents/catalysts: O=C1C=CC=2C=CC=C(C3=CN=C(C=C3)C=4N=CC=CC4)C2N1, [K].OC(C)(C)C, O1B(OC(C)(C)C1(C)C)B2OC(C)(C)C(O2)(C)C, C[OH2+].C[OH2+].C1CC=CCCC=C1.C1CC=CCCC=C1.[Ir].[Ir]. Solvent: O1CCCC1. Reaction conditions: temperature 80 celsius, time 12 hour. The product is O=C(OCC)C1=CC(F)=C(B2OC(C)(C)C(O2)(C)C)C(F)=C1. The yield is 93.0%. Starting materials: C(C)(=O)OC1=C(C(=O)N(C(C)C)C(C)C)C=CC(=C1)OCCCCCOC1=CC=C(C=C1)C#N (2-acetoxy-4-[5-(4-cyanophenoxy)pentyloxy]-N,N-bis(1-methylethyl)benzamide), [OH-].[Na+] (sodium hydroxide), Cl.NO (hydroxylamine hydrochloride). The solvent is O (water), C(C)O (ethanol). Product: NC(C1=CC=C(OCCCCCOC2=CC(=C(C(=O)N(C(C)C)C(C)C)C=C2)O)C=C1)=NO (4-[5-[4-[amino(hydroxyimino)methyl]phenoxy]pentyloxy]-2-hydroxy-N,N-bis(1-methylethyl)benzamide). Reaction SMILES: C([O:4][C:5]1[CH:19]=[C:18]([O:20][CH2:21][CH2:22][CH2:23][CH2:24][CH2:25][O:26][C:27]2[CH:32]=[CH:31][C:30]([C:33]#[N:34])=[CH:29][CH:28]=2)[CH:17]=[CH:16][C:6]=1[C:7]([N:9]([CH:13]([CH3:15])[CH3:14])[CH:10]([CH3:12])[CH3:11])=[O:8])(=O)C.[OH-:35].[Na+].Cl.[NH2:38]O>O.C(O)C>[NH2:38][C:33](=[N:34][OH:35])[C:30]1[CH:31]=[CH:32][C:27]([O:26][CH2:25][CH2:24][CH2:23][CH2:22][CH2:21][O:20][C:18]2[CH:17]=[CH:16][C:6]([C:7]([N:9]([CH:10]([CH3:11])[CH3:12])[CH:13]([CH3:15])[CH3:14])=[O:8])=[C:5]([OH:4])[CH:19]=2)=[CH:28][CH:29]=1 |f:1.2,3.4|. Procedure: A stirred solution of 2-acetoxy-4-[5-(4-cyanophenoxy)pentyloxy]-N,N-bis(1-methylethyl)benzamide (20 g, 42.9 mmol) in 20 mL of water and 350 mL of ethanol is treated with sodium hydroxide (3.43 g, 85.8 mmol) and hydroxylamine hydrochloride (5.97 g, 85.9 mmol). After refluxing overnight, the reaction is concentrated in vacuo. The resulting material is purified by chromatography on silica gel (500 g) with 65-100% ethyl acetate/hexane followed by 30% methanol/ethyl acetate as the eluent. After conce... Reactants: CO, Cc1c(CCc2ccc3nc(N)oc3c2)nc2cc(CN=[N+]=[N-])ccn12. Product: Cc1c(CCc2ccc3nc(N)oc3c2)nc2cc(CN)ccn12. RXN SMILES: [CH3:27][OH:28].[NH2:1][c:2]1[o:3][c:4]2[c:5]([n:6]1)[cH:7][cH:8][c:9]([CH2:11][CH2:12][c:13]1[n:14][c:15]3[n:16]([cH:17][cH:18][c:19]([CH2:21][N:22]=[N+:23]=[N-:24])[cH:20]3)[c:25]1[CH3:26])[cH:10]2>>[NH2:1][c:2]1[o:3][c:4]2[c:5]([n:6]1)[cH:7][cH:8][c:9]([CH2:11][CH2:12][c:13]1[n:14][c:15]3[n:16]([cH:17][cH:18][c:19]([CH2:21][NH2:22])[cH:20]3)[c:25]1[CH3:26])[cH:10]2.